From a dataset of the Open Reaction Database (ORD), a public repository of structured organic reaction records. describe an organic reaction: reactants, conditions, products, and yield The reactants are CC(C)=O, COC1(C=CCS(C)(=O)=O)CCOCC1, [I-], [Na+]. The product is COC1(C=CCI)CCOCC1. RXN SMILES: [CH3:18][C:19](=[O:20])[CH3:21].[CH3:1][O:2][C:3]1([CH:9]=[CH:10][CH2:11][S:12]([CH3:13])(=[O:14])=[O:15])[CH2:4][CH2:5][O:6][CH2:7][CH2:8]1.[I-:16].[Na+:17]>>[CH3:1][O:2][C:3]1([CH:9]=[CH:10][CH2:11][I:16])[CH2:4][CH2:5][O:6][CH2:7][CH2:8]1. Procedure details: A solution of 2,3,3-trifluoro-2-propenyl bromide (5.25 g, 30 mmol) and triethyl phosphite (4.15 g, 25 mmol) in acetonltrile (15 mL) was heated at reflux for overnight. The residue obtained after evaporation of the solvent was chromatographed over silica gel (hexanes/ethyl acetate/ethanol, 80/20/1) to give diethyl (1,1,2-trifluro-2-propenyl)phosphonate (0.8 g, 11%) and diethyl (2,3,3-trifluro-2-propenyl)phosphonate (1.0 g, 14%). Starting materials: FC(CBr)=C(F)F (2,3,3-trifluoro-2-propenyl bromide), P(OCC)(OCC)OCC (triethyl phosphite). Isolated yield 14.0%. Yields the product FC(C(=C)F)(F)P(OCC)(OCC)=O (diethyl (1,1,2-trifluro-2-propenyl)phosphonate), FC(CP(OCC)(OCC)=O)=C(F)F (diethyl (2,3,3-trifluro-2-propenyl)phosphonate). Reaction SMILES: [F:1][C:2](=[C:5]([F:7])[F:6])[CH2:3]Br.[P:8]([O:15][CH2:16][CH3:17])([O:12][CH2:13][CH3:14])[O:9][CH2:10][CH3:11]>>[F:6][C:5]([P:8](=[O:15])([O:12][CH2:13][CH3:14])[O:9][CH2:10][CH3:11])([F:7])[C:2]([F:1])=[CH2:3].[F:1][C:2](=[C:5]([F:7])[F:6])[CH2:3][P:8](=[O:9])([O:12][CH2:13][CH3:14])[O:15][CH2:16][CH3:17]. The reactants are CCOC(=O)c1ccc(OCCCCC(=O)c2cc(C=O)n(C)c2)cc1, CCOC(C)=O, Cc1ccccc1, CC(=O)O, CCO, Cl, [K+], O=[Si]=O, [OH-], O. The product is Cn1cc(C(=O)CCCCOc2ccc(C(=O)O)cc2)cc1C=O. Reaction SMILES: [CH2:1]([CH3:2])[O:3][C:4](=[O:5])[c:6]1[cH:7][cH:8][c:9]([O:10][CH2:11][CH2:12][CH2:13][CH2:14][C:15](=[O:16])[c:17]2[cH:18][c:19]([CH:23]=[O:24])[n:20]([CH3:22])[cH:21]2)[cH:25][cH:26]1.[CH3:33][CH2:34][O:35][C:36](=[O:37])[CH3:38].[CH3:40][c:41]1[cH:42][cH:43][cH:44][cH:45][cH:46]1.[CH3:47][C:48](=[O:49])[OH:50].[CH3:51][CH2:52][OH:53].[ClH:29].[K+:28].[O:30]=[Si:31]=[O:32].[OH-:27].[OH2:39]>>[O:3]=[C:4]([OH:5])[c:6]1[cH:7][cH:8][c:9]([O:10][CH2:11][CH2:12][CH2:13][CH2:14][C:15](=[O:16])[c:17]2[cH:18][c:19]([CH:23]=[O:24])[n:20]([CH3:22])[cH:21]2)[cH:25][cH:26]1.